From a dataset of the Open Reaction Database (ORD), a public repository of structured organic reaction records. describe an organic reaction: reactants, conditions, products, and yield Starting materials: [H-].[Na+] (sodium hydride), C(C1=CC=CC=C1)Br (benzyl bromide), OCC1(CCC1)CO ([1-(hydroxymethyl)cyclobutyl]methanol), O1CCCC1 (tetrahydrofuran). The solvent is CN(C=O)C (N,N-dimethylformamide). Run at time 30 minute. Product: C(C1=CC=CC=C1)OCC1(CCC1)CO ({1-[(benzyloxy)methyl]cyclobutyl}methanol). Yield: 84.3%. As a reaction SMILES: [OH:1][CH2:2][C:3]1([CH2:7][OH:8])[CH2:6][CH2:5][CH2:4]1.O1CCCC1.[H-].[Na+].[CH2:16](Br)[C:17]1[CH:22]=[CH:21][CH:20]=[CH:19][CH:18]=1>CN(C)C=O>[CH2:16]([O:1][CH2:2][C:3]1([CH2:7][OH:8])[CH2:6][CH2:5][CH2:4]1)[C:17]1[CH:22]=[CH:21][CH:20]=[CH:19][CH:18]=1 |f:2.3|. Reported procedure: To a solution of 8.0 g (69 mmol) of [1-(hydroxymethyl)cyclobutyl]methanol in 120 ml of a 1:1 mixture of tetrahydrofuran:N,N-dimethylformamide was added 3.30 g (69 mmol) of a 60% dispersion of sodium hydride in oil and the contents stirred for 30 min. 8.6 mL (72.4 mmol) of benzyl bromide was then added and the contents stirred for 2 h. The reaction was quenched with aqueous ammonium chloride followed by the addition of diethyl ether. The organic phase was isolated, dried using magnesium sulfate, ... The reactants are ClC(=O)OCC1=CC=CC=C1 (benzyl chloroformate), C(O)([O-])=O.[Na+] (sodium hydrogencarbonate), FC=1C=C(C=CC1N1N=C(N=C1)C)N (3-fluoro-4-(3-methyl-1,2,4-triazol-1-yl)phenylamine), FC=1C=C(C=CC1N1N=C(N=C1)C)N (3-fluoro-4-(3-methyl-1,2,4-triazol-1-yl)phenylamine). Solvent: C1CCOC1 (THF). Run at temperature -20 celsius. The product is C(C1=CC=CC=C1)OC(NC1=CC(=C(C=C1)N1N=C(N=C1)C)F)=O ([3-Fluoro-4-(3-methyl-1,2,4-triazol-1-yl)phenyl]carbamic acid benzyl ester). Yield: 84.4%. As a reaction SMILES: C(=O)([O-])O.[Na+].[F:6][C:7]1[CH:8]=[C:9]([NH2:19])[CH:10]=[CH:11][C:12]=1[N:13]1[CH:17]=[N:16][C:15]([CH3:18])=[N:14]1.Cl[C:21]([O:23][CH2:24][C:25]1[CH:30]=[CH:29][CH:28]=[CH:27][CH:26]=1)=[O:22]>C1COCC1>[CH2:24]([O:23][C:21](=[O:22])[NH:19][C:9]1[CH:10]=[CH:11][C:12]([N:13]2[CH:17]=[N:16][C:15]([CH3:18])=[N:14]2)=[C:7]([F:6])[CH:8]=1)[C:25]1[CH:30]=[CH:29][CH:28]=[CH:27][CH:26]=1 |f:0.1|. Reported procedure: Saturated aqueous sodium hydrogencarbonate solution (375 ml) was added to a solution of 3-fluoro-4-(3-methyl-1,2,4-triazol-1-yl)phenylamine (Intermediate 27) (50.8 g, 0.265 mol) in THF (1 1). The mixture was cooled to −20° C. and benzyl chloroformate (48 ml, 0.336 mol) was added. The reaction mixture was stirred under N2, allowed to warm to room temperature and stirred for 2 days. The mixture was concentrated to approximately half the volume and diluted with ethyl acetate (1 l). The organic laye...